From a dataset of the Open Reaction Database (ORD), a public repository of structured organic reaction records. describe an organic reaction: reactants, conditions, products, and yield As a reaction SMILES: [Cl:1][C:2]1[CH:3]=[CH:4][C:5]2[S:9][C:8](=[O:10])[NH:7][C:6]=2[CH:11]=1.C(=O)([O-])[O-].[K+].[K+].[CH2:18](I)[CH:19]=[CH2:20]>CN(C=O)C>[Cl:1][C:2]1[CH:3]=[CH:4][C:5]2[S:9][C:8](=[O:10])[N:7]([CH2:20][CH:19]=[CH2:18])[C:6]=2[CH:11]=1 |f:1.2.3|. Yields the product ClC=1C=CC2=C(N(C(S2)=O)CC=C)C1 (5-Chloro-3-(2-propen-1-yl)-1,3-benzothiazol-2(3H)-one). Reaction conditions: temperature 100 celsius. Starting materials: C([O-])([O-])=O.[K+].[K+] (potassium carbonate), C(C=C)I (allyl iodide), ClC=1C=CC2=C(NC(S2)=O)C1 (5-Chloro-1,3-benzothiazol-2(3H)-one). The solvent is CN(C)C=O (DMF). Procedure: 5-Chloro-1,3-benzothiazol-2(3H)-one (1.85 g, 10 mmol) was dissolved in DMF (50 ml) and treated with potassium carbonate (1.66 g, 12 mmol) and allyl iodide (1.1 ml, 12 mmol) then heated at 100° C. for 18 hrs. The solvent was then removed in-vacuo and the residue partitioned between water (100 ml) and ethyl acetate (2×100 ml). The organic layer was washed with saturated brine, separated and dried. Chromatography on silica gel eluting with a gradient of 10-50% ethyl acetate/40-60 petroleum ether ga... The reactants are C(C)N(CC)S(F)(F)F (Diethylaminosulfur trifluoride), CC(CC=1N=C(N(C1)S(=O)(=O)N(C)C)C(CC1=CC=C(C=C1)C1=NC=CC=C1)O)(C)C (4-(2,2-dimethylpropyl)-2-[1-hydroxy-2-(4-pyridin-2-ylphenyl)ethyl]-N,N-dimethyl-1H-imidazole-1-sulfonamide). Run in C(Cl)Cl (methylene chloride). Run at time 8 hour. Yields the product CC(CC=1N=C(N(C1)S(=O)(=O)N(C)C)C(CC1=CC=C(C=C1)C1=NC=CC=C1)F)(C)C (4-(2,2-dimethylpropyl)-2-[1-fluoro-2-(4-pyridin-2-ylphenyl)ethyl]-N,N-dimethyl-1H-imidazole-1-sulfonamide). Reaction SMILES: C(N(S(F)(F)[F:7])CC)C.[CH3:10][C:11]([CH3:40])([CH3:39])[CH2:12][C:13]1[N:14]=[C:15]([CH:24](O)[CH2:25][C:26]2[CH:31]=[CH:30][C:29]([C:32]3[CH:37]=[CH:36][CH:35]=[CH:34][N:33]=3)=[CH:28][CH:27]=2)[N:16]([S:18]([N:21]([CH3:23])[CH3:22])(=[O:20])=[O:19])[CH:17]=1>C(Cl)Cl>[CH3:10][C:11]([CH3:40])([CH3:39])[CH2:12][C:13]1[N:14]=[C:15]([CH:24]([F:7])[CH2:25][C:26]2[CH:31]=[CH:30][C:29]([C:32]3[CH:37]=[CH:36][CH:35]=[CH:34][N:33]=3)=[CH:28][CH:27]=2)[N:16]([S:18]([N:21]([CH3:23])[CH3:22])(=[O:20])=[O:19])[CH:17]=1. Reported procedure: Diethylaminosulfur trifluoride (0.1 mL, 0.8 mmol) was added to an ambient temperature solution of 4-(2,2-dimethylpropyl)-2-[1-hydroxy-2-(4-pyridin-2-ylphenyl)ethyl]-N,N-dimethyl-1H-imidazole-1-sulfonamide (for synthesis see Example 1) (71 mg, 0.16 mmol) in methylene chloride (5 mL). After stirring at ambient temperature overnight, the reaction mixture was quenched with saturated aqueous sodium bicarbonate and extracted with methylene chloride. The combined organic extracts were dried (magnesium ... Starting materials: N1([C@H](C(=O)O)CCC1)C(=O)OC(C)(C)C (Boc-Pro-OH), C(C)(C)(C)N (tert-butylamine), C=1C=CC2=C(C1)N=NN2O (HOBt), CCN=C=NCCCN(C)C.Cl (EDC hydrochloride). Solvent: CN(C)C=O (DMF). Conditions: time 14 hour. Yields the product N1([C@H](C(=O)NC(C)(C)C)CCC1)C(=O)OC(C)(C)C (Boc-Pro-NH-tBu). As a reaction SMILES: [N:1]1([C:9]([O:11][C:12]([CH3:15])([CH3:14])[CH3:13])=[O:10])[CH2:8][CH2:7][CH2:6][C@H:2]1[C:3]([OH:5])=O.[C:16]([NH2:20])([CH3:19])([CH3:18])[CH3:17].C1C=CC2N(O)N=NC=2C=1.CCN=C=NCCCN(C)C.Cl>CN(C=O)C>[N:1]1([C:9]([O:11][C:12]([CH3:15])([CH3:14])[CH3:13])=[O:10])[CH2:8][CH2:7][CH2:6][C@H:2]1[C:3]([NH:20][C:16]([CH3:19])([CH3:18])[CH3:17])=[O:5] |f:3.4|. Procedure: In a DMF solution of 0.50 g of Boc-Pro-OH, 0.24 ml of tert-butylamine, 0.36 g of HOBt and 0.53 g of EDC hydrochloride were added under ice cooling and the mixture was stirred for 14 hr. The reaction mixture was treated similarly to that in Example 28 (Process 2) to give 373 mg of the title compound. The reactants are C(C)(C)(C)OC(=O)N[C@@H]1CC[C@H](CC1)O (trans-4-(N-tert-butoxycarbonylamino)cyclohexanol), CS(=O)(=O)Cl (methanesulfonyl chloride), O (water), CO (methanol). Solvent: N1=CC=CC=C1 (pyridine). Conditions: time 15 minute. Yields the product C(C)(C)(C)OC(=O)N[C@@H]1CC[C@H](CC1)OS(=O)(=O)C (trans-N-(tert-butoxycarbonyl)-N-(4-methanesulfonyloxycyclohexyl)amine). Reaction SMILES: [C:1]([O:5][C:6]([NH:8][C@H:9]1[CH2:14][CH2:13][C@H:12]([OH:15])[CH2:11][CH2:10]1)=[O:7])([CH3:4])([CH3:3])[CH3:2].[CH3:16][S:17](Cl)(=[O:19])=[O:18].CO.O>N1C=CC=CC=1>[C:1]([O:5][C:6]([NH:8][C@H:9]1[CH2:10][CH2:11][C@H:12]([O:15][S:17]([CH3:16])(=[O:19])=[O:18])[CH2:13][CH2:14]1)=[O:7])([CH3:4])([CH3:2])[CH3:3]. Procedure: A solution of Intermediate 35 (90.3 g) in pyridine (415 ml) was added dropwise with methanesulfonyl chloride (42.4 ml) with stirring and ice cooling over 15 minutes and stirred with ice cooling for 30 minutes and at room temperature for 20 minutes. The reaction mixture was added with methanol (54.2 ml) to terminate the reaction, stirred at room temperature for 2.5 hours, further added with water (540 ml) and stirred at room temperature for 1 hour and with ice cooling for 1 hour. The deposited pr... Reactants: CCCCCCCCCCCCCCCCCC(=O)[O-].CCCCCCCCCCCCCCCCCC(=O)[O-].[Ca+2] (calcium stearate powder), CC1=C(C(=C(C(=C1CC2=CC(=C(C(=C2)C(C)(C)C)O)C(C)(C)C)C)CC3=CC(=C(C(=C3)C(C)(C)C)O)C(C)(C)C)C)CC4=CC(=C(C(=C4)C(C)(C)C)O)C(C)(C)C (Ethanox 330), powder. Reaction conditions: time 3 minute. Yields the product CC1=C(C(=C(C(=C1CC2=CC(=C(C(=C2)C(C)(C)C)O)C(C)(C)C)C)CC3=CC(=C(C(=C3)C(C)(C)C)O)C(C)(C)C)C)CC4=CC(=C(C(=C4)C(C)(C)C)O)C(C)(C)C.C(CCCCCCCCCCCCCCCCC)(=O)[O-].[Ca+2].C(CCCCCCCCCCCCCCCCC)(=O)[O-] (Ethanox 330 Calcium Stearate). As a reaction SMILES: [CH3:1][CH2:2][CH2:3][CH2:4][CH2:5][CH2:6][CH2:7][CH2:8][CH2:9][CH2:10][CH2:11][CH2:12][CH2:13][CH2:14][CH2:15][CH2:16][CH2:17][C:18]([O-:20])=[O:19].[CH3:21][CH2:22][CH2:23][CH2:24][CH2:25][CH2:26][CH2:27][CH2:28][CH2:29][CH2:30][CH2:31][CH2:32][CH2:33][CH2:34][CH2:35][CH2:36][CH2:37][C:38]([O-:40])=[O:39].[Ca+2:41].[CH3:42][C:43]1[C:48]([CH2:49][C:50]2[CH:55]=[C:54]([C:56]([CH3:59])([CH3:58])[CH3:57])[C:53]([OH:60])=[C:52]([C:61]([CH3:64])([CH3:63])[CH3:62])[CH:51]=2)=[C:47]([CH3:65])[C:46]([CH2:66][C:67]2[CH:72]=[C:71]([C:73]([CH3:76])([CH3:75])[CH3:74])[C:70]([OH:77])=[C:69]([C:78]([CH3:81])([CH3:80])[CH3:79])[CH:68]=2)=[C:45]([CH3:82])[C:44]=1[CH2:83][C:84]1[CH:89]=[C:88]([C:90]([CH3:93])([CH3:92])[CH3:91])[C:87]([OH:94])=[C:86]([C:95]([CH3:98])([CH3:97])[CH3:96])[CH:85]=1>>[CH3:82][C:45]1[C:46]([CH2:66][C:67]2[CH:72]=[C:71]([C:73]([CH3:74])([CH3:75])[CH3:76])[C:70]([OH:77])=[C:69]([C:78]([CH3:79])([CH3:80])[CH3:81])[CH:68]=2)=[C:47]([CH3:65])[C:48]([CH2:49][C:50]2[CH:51]=[C:52]([C:61]([CH3:64])([CH3:62])[CH3:63])[C:53]([OH:60])=[C:54]([C:56]([CH3:57])([CH3:58])[CH3:59])[CH:55]=2)=[C:43]([CH3:42])[C:44]=1[CH2:83][C:84]1[CH:85]=[C:86]([C:95]([CH3:98])([CH3:97])[CH3:96])[C:87]([OH:94])=[C:88]([C:90]([CH3:93])([CH3:92])[CH3:91])[CH:89]=1.[C:18]([O-:20])(=[O:19])[CH2:17][CH2:16][CH2:15][CH2:14][CH2:13][CH2:12][CH2:11][CH2:10][CH2:9][CH2:8][CH2:7][CH2:6][CH2:5][CH2:4][CH2:3][CH2:2][CH3:1].[Ca+2:41].[C:38]([O-:40])(=[O:39])[CH2:37][CH2:36][CH2:35][CH2:34][CH2:33][CH2:32][CH2:31][CH2:30][CH2:29][CH2:28][CH2:27][CH2:26][CH2:25][CH2:24][CH2:23][CH2:22][CH3:21] |f:0.1.2,4.5.6.7|. Procedure details: 2.98 lb of calcium stearate powder (Hydense 5862, obtained from Mallickrodt), 4.26 lb of Ethanox 330 powder, and 12.76 lb of GMS-40 powder were combined and tumble blended for 3 minutes to obtain a homogenous powder blend. This powder blend was processed with the pellet mill under essentially the same conditions/procedures of Example 1, except the powder feed rate to the pellet mill was bout 47 lb/hr and the die temperature ranged from about 42° C. to about 47° C. The output from the pellet mill... The reactants are OCc1ccc(Br)cc1, CC#N, O=C(O)C(F)(F)S(=O)(=O)F, [Na+], [Na+], O=S(=O)([O-])[O-], O. Product: FC(F)OCc1ccc(Br)cc1. Reaction SMILES: [Br:1][c:2]1[cH:3][cH:4][c:5]([CH2:6][OH:7])[cH:8][cH:9]1.[CH3:28][C:29]#[N:30].[F:17][C:18]([S:19]([F:20])(=[O:21])=[O:22])([C:23]([OH:24])=[O:25])[F:26].[Na+:10].[Na+:11].[O-:12][S:13](=[O:14])(=[O:15])[O-:16].[OH2:27]>>[Br:1][c:2]1[cH:3][cH:4][c:5]([CH2:6][O:7][CH:18]([F:17])[F:26])[cH:8][cH:9]1.